Task: describe an organic reaction: reactants, conditions, products, and yield. Dataset: the Open Reaction Database (ORD), a public repository of structured organic reaction records The reactants are 4-methylamino, C(C)(=O)O.ClC1=C2CC[C@H]3[C@@H]4CC[C@H]([C@@H](CO)C)[C@]4(CC[C@@H]3[C@]2(CCC1=O)C)C ((20S)-4-chloro-21-hydroxy-20-methylpregn-4-en-3-one acetate), CN (methylamine), CN (methylamine). Yields the product CNC1=C2CC[C@H]3[C@@H]4CC[C@H]([C@@H](CO)C)[C@]4(CC[C@@H]3[C@]2(CCC1=O)C)C ((20S)-4-(methylamino)-21-hydroxy-20-methylpregn-4-en-3-one). Reaction conditions: time 30 minute. Procedure: To obtain the corresponding 4-methylamino compound, a suspension of (20S)-4-chloro-21-hydroxy-20-methylpregn-4-en-3-one acetate in methanol was mixed with 40% aqueous methylamine and refluxed for 30 minutes. Additional 40% aqueous methylamine was added and refluxing was continued for another 30 minutes. The solvent was then evaporated and the residue was purified as described above for the 4-amino compound to give (20S)-4-(methylamino)-21-hydroxy-20-methylpregn-4-en-3-one. Run in CO (methanol). RXN SMILES: C(O)(=O)C.Cl[C:6]1[C:26](=[O:27])[CH2:25][CH2:24][C@@:23]2([CH3:28])[C:7]=1[CH2:8][CH2:9][C@@H:10]1[C@@H:22]2[CH2:21][CH2:20][C@@:19]2([CH3:29])[C@H:11]1[CH2:12][CH2:13][C@@H:14]2[C@H:15]([CH3:18])[CH2:16][OH:17].[CH3:30][NH2:31]>CO>[CH3:30][NH:31][C:6]1[C:26](=[O:27])[CH2:25][CH2:24][C@@:23]2([CH3:28])[C:7]=1[CH2:8][CH2:9][C@@H:10]1[C@@H:22]2[CH2:21][CH2:20][C@@:19]2([CH3:29])[C@H:11]1[CH2:12][CH2:13][C@@H:14]2[C@H:15]([CH3:18])[CH2:16][OH:17] |f:0.1|.